This data is from the Open Reaction Database (ORD), a public repository of structured organic reaction records. The task is: describe an organic reaction: reactants, conditions, products, and yield The reactants are CCOC(=O)C=P(c1ccccc1)(c1ccccc1)c1ccccc1, ClC(Cl)Cl, O=C1OC(=O)c2cc(Cl)c(Cl)cc21. The product is CCOC(=O)C=C1OC(=O)c2cc(Cl)c(Cl)cc21. Reaction SMILES: [C:14](=[O:15])([O:16][CH2:17][CH3:18])[CH:19]=[P:20]([c:21]1[cH:22][cH:23][cH:24][cH:25][cH:26]1)([c:27]1[cH:28][cH:29][cH:30][cH:31][cH:32]1)[c:33]1[cH:34][cH:35][cH:36][cH:37][cH:38]1.[CH:39]([Cl:40])([Cl:41])[Cl:42].[Cl:1][c:2]1[cH:3][c:4]2[c:5]([cH:11][c:12]1[Cl:13])[C:6](=[O:7])[O:8][C:9]2=[O:10]>>[Cl:1][c:2]1[cH:3][c:4]2[c:5]([cH:11][c:12]1[Cl:13])[C:6](=[CH:19][C:14](=[O:15])[O:16][CH2:17][CH3:18])[O:8][C:9]2=[O:10].